Dataset: the Open Reaction Database (ORD), a public repository of structured organic reaction records. Task: describe an organic reaction: reactants, conditions, products, and yield Reactants: Cl (HCl), [H-].[Na+] (NaH), BrCC=C (3-bromoprop-1-ene), OC1=CC2=C(COB2O)C=C1 (6-Hydroxyl-1,3-dihydro-1-hydroxy-2,1-benzoxaborole). Run in CN(C)C=O (DMF). Run at temperature 0 celsius, time 5 hour. Product: C(C=C)OC1=CC2=C(COB2O)C=C1 (6-Allyloxy-1,3-dihydro-1-hydroxy-2,1-benzoxaborole). Isolated yield 63.5%. As a reaction SMILES: [OH:1][C:2]1[CH:11]=[CH:10][C:5]2[CH2:6][O:7][B:8]([OH:9])[C:4]=2[CH:3]=1.[H-].[Na+].Br[CH2:15][CH:16]=[CH2:17].Cl>CN(C=O)C>[CH2:17]([O:1][C:2]1[CH:11]=[CH:10][C:5]2[CH2:6][O:7][B:8]([OH:9])[C:4]=2[CH:3]=1)[CH:16]=[CH2:15] |f:1.2|. Reported procedure: H181 (200 mg, 1.33 mmol) was dissolved in DMF (8.0 mL) and cooled to 0° C. with ice bath. To this solution under nitrogen were added in sequence NaH (60% in mineral oil, 213 mg, 5.33 mmol) and 3-bromoprop-1-ene (0.46 mL, 5.33 mmol). The reaction mixture was stirred for 5 h then treated with 1.0 M HCl (10.0 mL). After extraction with ethyl acetate, the organic phase was washed with water and brine, and dried over anhydrous Na2SO4. The residue after rotary evaporation was purified by column chroma...